Dataset: the Open Reaction Database (ORD), a public repository of structured organic reaction records. Task: describe an organic reaction: reactants, conditions, products, and yield Starting materials: CC(=O)OC(C)=O, O=C(CCCCCSCCO)NCC=CCOc1cc(CN2CCCCC2)ccn1. Product: CC(=O)OCCSCCCCCC(=O)NCC=CCOc1cc(CN2CCCCC2)ccn1. Reaction SMILES: [CH3:31][C:32](=[O:33])[O:34][C:35](=[O:36])[CH3:37].[N:1]1([CH2:7][c:8]2[cH:9][c:10]([O:14][CH2:15][CH:16]=[CH:17][CH2:18][NH:19][C:20]([CH2:21][CH2:22][CH2:23][CH2:24][CH2:25][S:26][CH2:27][CH2:28][OH:29])=[O:30])[n:11][cH:12][cH:13]2)[CH2:2][CH2:3][CH2:4][CH2:5][CH2:6]1>>[N:1]1([CH2:7][c:8]2[cH:9][c:10]([O:14][CH2:15][CH:16]=[CH:17][CH2:18][NH:19][C:20]([CH2:21][CH2:22][CH2:23][CH2:24][CH2:25][S:26][CH2:27][CH2:28][O:29][C:32]([CH3:31])=[O:33])=[O:30])[n:11][cH:12][cH:13]2)[CH2:2][CH2:3][CH2:4][CH2:5][CH2:6]1. Starting materials: [OH-].[Na+] (sodium hydroxide), CN(C1=NC(=CC(=N1)O)O)C (2-dimethylamino-4,6-dihydroxy-pyrimidine), [OH-].[Na+] (sodium hydroxide), C(CC)OS(=O)(=O)C1=CC=C(C=C1)C (p-toluene-sulphonic acid-n-propyl ester). Run in C(C)(=O)O (acetic acid). Reaction conditions: time 16 hour. The product is CN(C1=NC(=CC(=N1)OCCC)O)C (2-Dimethylamino-4-n-propoxy-6-hydroxy-pyrimidine). As a reaction SMILES: [CH3:1][N:2]([CH3:11])[C:3]1[N:8]=[C:7]([OH:9])[CH:6]=[C:5]([OH:10])[N:4]=1.[OH-].[Na+].[CH2:14](OS(C1C=CC(C)=CC=1)(=O)=O)[CH2:15][CH3:16]>C(O)(=O)C>[CH3:1][N:2]([CH3:11])[C:3]1[N:4]=[C:5]([O:10][CH2:14][CH2:15][CH3:16])[CH:6]=[C:7]([OH:9])[N:8]=1 |f:1.2|. Procedure: 124 g (0.8 mol) of 2-dimethylamino-4,6-dihydroxy-pyrimidine are stirred with 800 cc of sodium hydroxide solution 1N at 60° for 1 hour. 171 g (0.8 mol) of p-toluene-sulphonic acid-n-propyl ester are added dropwise at 90° over the course of 1 hour and the pH is kept at 8-8.5 by the dropwise addition of sodium hydroxide solution 1N. The mixture is stirred at 90° for 16 hours, cooled to 5°, neutralized with glacial acetic acid and allowed to stand at room temperature for 6 hours. The precipitated cr... The reactants are COC(=O)C1CC(=O)N(c2ccc(OCc3ccc(F)cc3)cc2)C1, [Na+], C1CCOC1, [OH-], O. RXN SMILES: [CH3:1][O:2][C:3](=[O:4])[CH:5]1[CH2:6][N:7]([c:11]2[cH:12][cH:13][c:14]([O:17][CH2:18][c:19]3[cH:20][cH:21][c:22]([F:25])[cH:23][cH:24]3)[cH:15][cH:16]2)[C:8](=[O:10])[CH2:9]1.[Na+:27].[O:28]1[CH2:29][CH2:30][CH2:31][CH2:32]1.[OH-:26].[OH2:33]>>[O:2]=[C:3]([OH:4])[CH:5]1[CH2:6][N:7]([c:11]2[cH:12][cH:13][c:14]([O:17][CH2:18][c:19]3[cH:20][cH:21][c:22]([F:25])[cH:23][cH:24]3)[cH:15][cH:16]2)[C:8](=[O:10])[CH2:9]1. Yields the product O=C(O)C1CC(=O)N(c2ccc(OCc3ccc(F)cc3)cc2)C1.